Dataset: the Open Reaction Database (ORD), a public repository of structured organic reaction records. Task: describe an organic reaction: reactants, conditions, products, and yield The reactants are OS(=O)(=O)[O-].[Na+] (sodium hydrosulfate), C([O-])([O-])=O.[Cs+].[Cs+] (cesium carbonate), CSCCl (chloromethyl methyl sulfide), CSCCl (Chloromethyl methyl sulfide), CC(C(C)C)(C1=NC=C(C=C1)C=1N=NC(=CC1)C(F)(F)F)C1=CC=C(C=C1)C=1C=C(C=NC1)O (5-[4-(1,2-dimethyl-1-{5-[6-(trifluoromethyl)pyridazin-3-yl]pyridin-2-yl}propyl)phenyl]pyridin-3-ol), C([O-])([O-])=O.[Cs+].[Cs+] (cesium carbonate). Run in CN(C)C=O (DMF). Reaction conditions: temperature 40 celsius. The product is CC(C(C)C)(C1=CC=C(C=C1)C=1C=NC=C(C1)OCSC)C1=CC=C(C=N1)C=1N=NC(=CC1)C(F)(F)F (3-{6-[1,2-dimethyl-1-(4-{5-[(methylthio)methoxy]pyridin-3-yl}phenyl)propyl]pyridin-3-yl}-6-(trifluoromethyl)pyridazine). As a reaction SMILES: [CH3:1][S:2][CH2:3]Cl.[CH3:5][C:6]([C:26]1[CH:31]=[CH:30][C:29]([C:32]2[CH:33]=[C:34]([OH:38])[CH:35]=[N:36][CH:37]=2)=[CH:28][CH:27]=1)([C:10]1[CH:15]=[CH:14][C:13]([C:16]2[N:17]=[N:18][C:19]([C:22]([F:25])([F:24])[F:23])=[CH:20][CH:21]=2)=[CH:12][N:11]=1)[CH:7]([CH3:9])[CH3:8].C(=O)([O-])[O-].[Cs+].[Cs+].OS([O-])(=O)=O.[Na+]>CN(C=O)C>[CH3:5][C:6]([C:10]1[N:11]=[CH:12][C:13]([C:16]2[N:17]=[N:18][C:19]([C:22]([F:25])([F:24])[F:23])=[CH:20][CH:21]=2)=[CH:14][CH:15]=1)([C:26]1[CH:27]=[CH:28][C:29]([C:32]2[CH:37]=[N:36][CH:35]=[C:34]([O:38][CH2:3][S:2][CH3:1])[CH:33]=2)=[CH:30][CH:31]=1)[CH:7]([CH3:9])[CH3:8] |f:2.3.4,5.6|. Procedure details: Chloromethyl methyl sulfide (12.0 μL, 0.140 mmol) was added to a stirred suspension of 6a (42.0 mg, 0.0910 mmol) and cesium carbonate (46.0 mg, 0.140 mmol) in DMF (2.00 mL) at rt, and the resulting mixture was heated at 40° C. for approximately 2 h. The reaction mixture was cooled to rt, and second portions of cesium carbonate (46.0 mg, 0.140 mmol) and chloromethyl methyl sulfide (12.0 μL, 0.140 mmol) were added. The resulting mixture was heated at 40° C. for about another 3 h. After cooling to ...